From a dataset of the Open Reaction Database (ORD), a public repository of structured organic reaction records. describe an organic reaction: reactants, conditions, products, and yield Starting materials: C(C)(=O)OC(C)=O (Acetic anhydride), C(=O)[O-].[NH4+] (ammonium formate), C(=O)N (formamide), COC(=O)C=1SC=CC1N (Methyl-3-aminothiophene-2-carboxylate). The reagents and catalysts are C(=O)O (formic acid). The product is N1=CNC(C2=C1C=CS2)=O (3H-thieno[3,2-d]pyrimidin-4-one). Isolated yield 160.2%. RXN SMILES: C(OC(=O)C)(=O)C.C[O:9][C:10]([C:12]1[S:13][CH:14]=[CH:15][C:16]=1[NH2:17])=O.C([O-])=O.[NH4+].[CH:22]([NH2:24])=O>C(O)=O>[N:17]1[C:16]2[CH:15]=[CH:14][S:13][C:12]=2[C:10](=[O:9])[NH:24][CH:22]=1 |f:2.3|. Reported procedure: Acetic anhydride (185 mL, 1.96 mol) and formic acid (85 mL, 2.22 mmol) were mixed and stirred. Methyl-3-aminothiophene-2-carboxylate (50 g, 0.16 mol) was added to the reaction mixture, followed by stirring for about 3 hours at room temperature. The reaction solvent was removed under reduced pressure. Separately, ammonium formate (90 g, 1.43 mol) and formamide (150 mL, 3.76 mol) were mixed and stirred for about 30 minutes. The synthesized material in the above was added to the resulting reaction ... The reactants are Cl.N[C@H](CCCCC(=O)O)C ((S)-6-aminoheptanoic acid hydrochloride), [OH-].[Na+] (sodium hydroxide), [OH-].[Na+] (sodium hydroxide), ClC(=O)OCC1=CC=CC=C1 (benzyl chloroformate). Solvent: O (water). Reaction conditions: time 2 hour. The product is C(C1=CC=CC=C1)OC(=O)N[C@H](CCCCC(=O)O)C ((S)-6-[1-(benzyloxy)formamido]heptanoic acid). Yield: 71.4%. RXN SMILES: Cl.[NH2:2][C@@H:3]([CH3:11])[CH2:4][CH2:5][CH2:6][CH2:7][C:8]([OH:10])=[O:9].[OH-].[Na+].Cl[C:15]([O:17][CH2:18][C:19]1[CH:24]=[CH:23][CH:22]=[CH:21][CH:20]=1)=[O:16]>O>[CH2:18]([O:17][C:15]([NH:2][C@@H:3]([CH3:11])[CH2:4][CH2:5][CH2:6][CH2:7][C:8]([OH:10])=[O:9])=[O:16])[C:19]1[CH:24]=[CH:23][CH:22]=[CH:21][CH:20]=1 |f:0.1,2.3|. Reported procedure: To 30 g (166 mmol) of (S)-6-aminoheptanoic acid hydrochloride in 57 ml of water are added 57 ml of 4N aqueous sodium hydroxide solution and thereafter dropwise simultaneously at 10° 92 ml of 4N aqueous sodium hydroxide solution and 42 ml (294 mol) of benzyl chloroformate so that the pH value always lies between 10 and 12. After the precipitation of the product the mixture is stirred at 0° for a further 2 hours. Thereafter, 300 ml of water are added and the reaction mixture is extracted with ethe... Reactants: ClC=1C=CC=C2C(=CC=NC12)NC1=C(SC=C1)C(=O)OC (methyl 3-(8-chloro-4-quinolylamino)-2-thiophene-carboxylate), FC(C=1C=C(C=CC1)N1CCN(CC1)CCO)(F)F (4-[3-trifluoromethylphenyl]-1-piperazine-ethanol), [H-].[Na+] (sodium hydride). Run in C1(=CC=CC=C1)C (toluene), C1(=CC=CC=C1)C (toluene). Run at temperature 60 celsius, time 16 hour. Yields the product ClC=1C=CC=C2C(=CC=NC12)NC1=C(SC=C1)C(=O)OCCN1CCN(CC1)C1=CC(=CC=C1)C(F)(F)F (2-[4-(3-trifluoromethylphenyl)-1-piperazinyl]-ethyl 3-(8-chloro-4-quinolylamino)-2-thiophene-carboxylate). Isolated yield 103.5%. Reaction SMILES: [Cl:1][C:2]1[CH:3]=[CH:4][CH:5]=[C:6]2[C:11]=1[N:10]=[CH:9][CH:8]=[C:7]2[NH:12][C:13]1[CH:17]=[CH:16][S:15][C:14]=1[C:18]([O:20][CH3:21])=[O:19].[F:22][C:23]([F:40])([F:39])[C:24]1[CH:25]=[C:26]([N:30]2[CH2:35][CH2:34][N:33]([CH2:36]CO)[CH2:32][CH2:31]2)[CH:27]=[CH:28][CH:29]=1.[H-].[Na+]>C1(C)C=CC=CC=1>[Cl:1][C:2]1[CH:3]=[CH:4][CH:5]=[C:6]2[C:11]=1[N:10]=[CH:9][CH:8]=[C:7]2[NH:12][C:13]1[CH:17]=[CH:16][S:15][C:14]=1[C:18]([O:20][CH2:21][CH2:36][N:33]1[CH2:32][CH2:31][N:30]([C:26]2[CH:27]=[CH:28][CH:29]=[C:24]([C:23]([F:40])([F:22])[F:39])[CH:25]=2)[CH2:35][CH2:34]1)=[O:19] |f:2.3|. Procedure details: A mixture of 6.37 g of the product of Step A, 6.17 g of 4-[3-trifluoromethylphenyl]-1-piperazine-ethanol and 50 ml of anhydrous toluene was refluxed for an hour while passing the condensed toluene through a column filled with siliporite and after cooling to 60° C, 150 mg of sodium hydride were added thereto. The mixture was refluxed with stirring for 16 hours and the toluene was distilled. The product was extracted with methylene chloride, washed with water and dried to obtain 11.6 g of 2-[4-(3-... Reactants: CCCBr (n-propyl bromide), [Mg] (magnesium), Cl[SiH]1CCC(CC1)CC[C@@H]1CC[C@H](CC1)C1=CC=C(C=C1)C1=CC=C(C=C1)C#N (4-(trans-4-(2-(4-chloro-4-silacyclohexyl)ethyl)cyclohexyl)-4'-cyanobiphenyl). The solvent is C1CCOC1 (THF), C1CCOC1 (THF). Yields the product C(CC)[Si@@H]1CC[C@H](CC1)CC[C@@H]1CC[C@H](CC1)C1=CC=C(C=C1)C1=CC=C(C=C1)C#N (4-(trans-4-(2-(trans-4-n-propyl-4-silacyclohexyl)ethyl)cyclohexyl)-4'-cyanobiphenyl). Isolated yield 76.4%. RXN SMILES: [CH3:1][CH2:2][CH2:3]Br.[Mg].Cl[SiH:7]1[CH2:12][CH2:11][CH:10]([CH2:13][CH2:14][C@H:15]2[CH2:20][CH2:19][C@H:18]([C:21]3[CH:26]=[CH:25][C:24]([C:27]4[CH:32]=[CH:31][C:30]([C:33]#[N:34])=[CH:29][CH:28]=4)=[CH:23][CH:22]=3)[CH2:17][CH2:16]2)[CH2:9][CH2:8]1>C1COCC1>[CH2:3]([Si@H:7]1[CH2:12][CH2:11][C@H:10]([CH2:13][CH2:14][C@H:15]2[CH2:16][CH2:17][C@H:18]([C:21]3[CH:22]=[CH:23][C:24]([C:27]4[CH:32]=[CH:31][C:30]([C:33]#[N:34])=[CH:29][CH:28]=4)=[CH:25][CH:26]=3)[CH2:19][CH2:20]2)[CH2:9][CH2:8]1)[CH2:2][CH3:1]. Procedure details: 12.5 g (0.1 mol) of n-propyl bromide was dripped into a mixture of 2.5 g (0.1 mol) of magnesium and 500 ml of THF to obtain a Grignard's reagent. This solution was then dripped into a 300 ml THF solution of 42 g (0.1 mol) of 4-(trans-4-(2-(4-chloro-4-silacyclohexyl)ethyl)cyclohexyl)-4'-cyanobiphenyl to obtain 4-(trans-4-(2-(trans-4-n-propyl-4-silacyclohexyl)ethyl)cyclohexyl)-4'-cyanobiphenyl. The silacyclohexane rings of the product were a mixture of trans isomers and cis isomers. They were sepa... Starting materials: [OH-].[Na+] (NaOH), C(C)OC(=O)C1(CC1)C1=CC=C(C=C1)C1=CC=C(C=C1)C1=C(C(=NO1)C)N (1-[4′-(4-Amino-3-methyl-isoxazol-5-yl)-biphenyl-4-yl]-cyclopropanecarboxylic acid ethyl ester), ClC=1C2=C(N=CN1)SC=C2C (4-chloro-5-methyl-thieno[2,3-d]pyrimidine), C1CCOC1 (THF), [OH-].[Na+] (NaOH). Reagents/catalysts: Cl (HCl). Run in C(C)(C)O (isopropyl alcohol). Conditions: temperature 75 celsius, time 50 minute. Product: CC1=NOC(=C1NC=1C2=C(N=CN1)SC=C2C)C2=CC=C(C=C2)C2=CC=C(C=C2)C2(CC2)C(=O)O (1-{4′-[3-Methyl-4-(5-methyl-thieno[2,3-d]pyrimidin-4-ylamino)-isoxazol-5-yl]-biphenyl-4-yl}-cyclopropanecarboxylic acid). Reaction SMILES: C([O:3][C:4]([C:6]1([C:9]2[CH:14]=[CH:13][C:12]([C:15]3[CH:20]=[CH:19][C:18]([C:21]4[O:25][N:24]=[C:23]([CH3:26])[C:22]=4[NH2:27])=[CH:17][CH:16]=3)=[CH:11][CH:10]=2)[CH2:8][CH2:7]1)=[O:5])C.Cl[C:29]1[C:30]2[C:37]([CH3:38])=[CH:36][S:35][C:31]=2[N:32]=[CH:33][N:34]=1.C1COCC1.[OH-].[Na+]>C(O)(C)C.Cl>[CH3:26][C:23]1[C:22]([NH:27][C:29]2[C:30]3[C:37]([CH3:38])=[CH:36][S:35][C:31]=3[N:32]=[CH:33][N:34]=2)=[C:21]([C:18]2[CH:19]=[CH:20][C:15]([C:12]3[CH:13]=[CH:14][C:9]([C:6]4([C:4]([OH:3])=[O:5])[CH2:7][CH2:8]4)=[CH:10][CH:11]=3)=[CH:16][CH:17]=2)[O:25][N:24]=1 |f:3.4|. Procedure: 1-[4′-(4-Amino-3-methyl-isoxazol-5-yl)-biphenyl-4-yl]-cyclopropanecarboxylic acid ethyl ester (0.0583 g, 0.161 mmol) and 4-chloro-5-methyl-thieno[2,3-d]pyrimidine (0.0297 g, 0.161 mmol) were mixed in isopropyl alcohol (1 mL) and 1 drop of conc. HCl was added. The reaction was heated to 75° C. overnight, then THF (5 mL) was added, followed by NaOH (3N aq., 0.30 mL) and the reaction continued heating and stirring for 50 minutes. An additional portion of NaOH (3N aq., 0.10 mL) was added and the rea...